describe an organic reaction: reactants, conditions, products, and yield From a dataset of the Open Reaction Database (ORD), a public repository of structured organic reaction records. Reactants: ClCCCBr, CC(C)=O, [K+], [K+], O=C([O-])[O-], COc1cc(C=O)ccc1O, O. The product is COc1cc(C=O)ccc1OCCCCl. RXN SMILES: [Br:18][CH2:19][CH2:20][CH2:21][Cl:22].[CH3:24][C:25](=[O:26])[CH3:27].[K+:12].[K+:13].[O-:14][C:15]([O-:16])=[O:17].[O:1]=[CH:2][c:3]1[cH:4][c:5]([O:6][CH3:7])[c:8]([OH:9])[cH:10][cH:11]1.[OH2:23]>>[O:1]=[CH:2][c:3]1[cH:4][c:5]([O:6][CH3:7])[c:8]([O:9][CH2:19][CH2:20][CH2:21][Cl:22])[cH:10][cH:11]1.